From a dataset of the Open Reaction Database (ORD), a public repository of structured organic reaction records. describe an organic reaction: reactants, conditions, products, and yield The reactants are O=C([O-])O, CCOC(C)=O, NC(Cc1ccc(C(F)(F)F)cc1)C(O)c1ccc(Cl)nc1, [Na+], O, O=C(Cl)CCc1ccccc1. Yields the product O=C(CCc1ccccc1)NC(Cc1ccc(C(F)(F)F)cc1)C(O)c1ccc(Cl)nc1. As a reaction SMILES: [C:34](=[O:35])([O-:36])[OH:37].[CH3:39][CH2:40][O:41][C:42](=[O:43])[CH3:44].[NH2:1][CH:2]([CH:3]([OH:4])[c:5]1[cH:6][n:7][c:8]([Cl:11])[cH:9][cH:10]1)[CH2:12][c:13]1[cH:14][cH:15][c:16]([C:19]([F:20])([F:21])[F:22])[cH:17][cH:18]1.[Na+:38].[OH2:45].[c:23]1([CH2:29][CH2:30][C:31](=[O:32])[Cl:33])[cH:24][cH:25][cH:26][cH:27][cH:28]1>>[NH:1]([CH:2]([CH:3]([OH:4])[c:5]1[cH:6][n:7][c:8]([Cl:11])[cH:9][cH:10]1)[CH2:12][c:13]1[cH:14][cH:15][c:16]([C:19]([F:20])([F:21])[F:22])[cH:17][cH:18]1)[C:31]([CH2:30][CH2:29][c:23]1[cH:24][cH:25][cH:26][cH:27][cH:28]1)=[O:32]. Starting materials: O=C([O-])[O-], CN(C)C=O, CC(C)c1nc(-c2ccc(C(F)(F)F)cc2)sc1CCC(=O)c1ccc(N(C)S(=O)(=O)c2ccccc2[N+](=O)[O-])cc1, [K+], [K+], O, Sc1ccccc1. Yields the product CNc1ccc(C(=O)CCc2sc(-c3ccc(C(F)(F)F)cc3)nc2C(C)C)cc1. Reaction SMILES: [C:43](=[O:44])([O-:45])[O-:46].[CH3:56][N:57]([CH3:58])[CH:59]=[O:60].[CH:1]([CH3:2])([CH3:3])[c:4]1[n:5][c:6](-[c:33]2[cH:34][cH:35][c:36]([C:39]([F:40])([F:41])[F:42])[cH:37][cH:38]2)[s:7][c:8]1[CH2:9][CH2:10][C:11](=[O:12])[c:13]1[cH:14][cH:15][c:16]([N:19]([S:20]([c:21]2[cH:22][cH:23][cH:24][cH:25][c:26]2[N+:27]([O-:28])=[O:29])(=[O:30])=[O:31])[CH3:32])[cH:17][cH:18]1.[K+:47].[K+:48].[OH2:61].[SH:49][c:50]1[cH:51][cH:52][cH:53][cH:54][cH:55]1>>[CH:1]([CH3:2])([CH3:3])[c:4]1[n:5][c:6](-[c:33]2[cH:34][cH:35][c:36]([C:39]([F:40])([F:41])[F:42])[cH:37][cH:38]2)[s:7][c:8]1[CH2:9][CH2:10][C:11](=[O:12])[c:13]1[cH:14][cH:15][c:16]([NH:19][CH3:32])[cH:17][cH:18]1.